This data is from the Open Reaction Database (ORD), a public repository of structured organic reaction records. The task is: describe an organic reaction: reactants, conditions, products, and yield Reactants: Cc1cc(C(O)(C(C)c2ccc(OCC(=O)OC(C)(C)C)cc2Cl)C(F)(F)F)ccn1, ClCCl, O, O=C(O)C(F)(F)F. Product: Cc1cc(C(O)(C(C)c2ccc(OCC(=O)O)cc2Cl)C(F)(F)F)ccn1. RXN SMILES: [C:8]([CH3:9])([CH3:10])([CH3:11])[O:12][C:13]([CH2:14][O:15][c:16]1[cH:17][c:18]([Cl:37])[c:19]([CH:22]([C:23]([C:24]([F:25])([F:26])[F:27])([c:28]2[cH:29][c:30]([CH3:34])[n:31][cH:32][cH:33]2)[OH:35])[CH3:36])[cH:20][cH:21]1)=[O:38].[Cl:39][CH2:40][Cl:41].[OH2:42].[OH:1][C:2]([C:3]([F:4])([F:5])[F:6])=[O:7]>>[O:12]=[C:13]([CH2:14][O:15][c:16]1[cH:17][c:18]([Cl:37])[c:19]([CH:22]([C:23]([C:24]([F:25])([F:26])[F:27])([c:28]2[cH:29][c:30]([CH3:34])[n:31][cH:32][cH:33]2)[OH:35])[CH3:36])[cH:20][cH:21]1)[OH:38]. As a reaction SMILES: C([O:8][C:9]1[CH:29]=[CH:28][C:12]([O:13][CH2:14][CH2:15][C:16]2[N:17]=[C:18]([C:22]3[CH:27]=[CH:26][CH:25]=[CH:24][CH:23]=3)[O:19][C:20]=2[CH3:21])=[C:11]([CH2:30][CH2:31][CH3:32])[CH:10]=1)C1C=CC=CC=1.[H][H]>C1COCC1.[Pd]>[CH3:21][C:20]1[O:19][C:18]([C:22]2[CH:23]=[CH:24][CH:25]=[CH:26][CH:27]=2)=[N:17][C:16]=1[CH2:15][CH2:14][O:13][C:12]1[CH:28]=[CH:29][C:9]([OH:8])=[CH:10][C:11]=1[CH2:30][CH2:31][CH3:32]. Procedure: A solution of 4-[2-(4-benzyloxy-2-propylphenoxy)ethyl]-5-methyl-2-phenyloxazole. (1.2 g, 2.8 mmol) in THF (50 mL) was treated with 5% Pd/C (0.15 g) and hydrogen (60 psi) at ambient temperature for 18 h. The mixture was filtered and concentrated. The crude product was purified by radial chromatography using 15% ethyl acetate in hexanes to give a tan solid (0.74 g, 78%): 1H. NMR (400 MHz, CDCl3) δ 7.99 (dd, J=7.8 Hz, 2.4 Hz, 2H), 7.44-7.39 (m, 3H), 6.65-6.47 (m, 3H), 4.11 (t, J=6.4 Hz, 2H), 2.95 (... Yield: 78.0%. Reactants: C(C1=CC=CC=C1)OC1=CC(=C(OCCC=2N=C(OC2C)C2=CC=CC=C2)C=C1)CCC (4-[2-(4-benzyloxy-2-propylphenoxy)ethyl]-5-methyl-2-phenyloxazole), [H][H] (hydrogen). Run in C1CCOC1 (THF). The reagents and catalysts are [Pd] (Pd/C). Product: CC1=C(N=C(O1)C1=CC=CC=C1)CCOC1=C(C=C(C=C1)O)CCC (4-[2-(5-Methyl-2-phenyloxazol-4-yl)ethoxy]-3-propylphenol). Starting materials: BrC=1C=C(C=2N(C1)N=CC2C#CC2CC2)OC (6-bromo-3-(cyclopropylethynyl)-4-methoxypyrazolo[1,5-a]pyridine), O (Water), CN1N=CC(=C1)B1OC(C(O1)(C)C)(C)C (1-methyl-4-(4,4,5,5-tetramethyl-1,3,2-dioxaborolan-2-yl)-1H-pyrazole), C([O-])([O-])=O.[Na+].[Na+] (sodium carbonate). Reagents/catalysts: C=1C=CC(=CC1)/C=C/C(=O)/C=C/C2=CC=CC=C2.C=1C=CC(=CC1)/C=C/C(=O)/C=C/C2=CC=CC=C2.C=1C=CC(=CC1)/C=C/C(=O)/C=C/C2=CC=CC=C2.[Pd].[Pd] (tris(dibenzylideneacetone)dipalladium). Run in O1CCOCC1 (1,4-dioxane). Reaction conditions: temperature 90 celsius. The product is C1(CC1)C#CC=1C=NN2C1C(=CC(=C2)C=2C=NN(C2)C)OC (3-(cyclopropylethynyl)-4-methoxy-6-(1-methyl-1H-pyrazol-4-yl)pyrazolo[1,5-a]pyridine). As a reaction SMILES: Br[C:2]1[CH:3]=[C:4]([O:16][CH3:17])[C:5]2[N:6]([N:8]=[CH:9][C:10]=2[C:11]#[C:12][CH:13]2[CH2:15][CH2:14]2)[CH:7]=1.[CH3:18][N:19]1[CH:23]=[C:22](B2OC(C)(C)C(C)(C)O2)[CH:21]=[N:20]1.C(=O)([O-])[O-].[Na+].[Na+].O>O1CCOCC1.C1C=CC(/C=C/C(/C=C/C2C=CC=CC=2)=O)=CC=1.C1C=CC(/C=C/C(/C=C/C2C=CC=CC=2)=O)=CC=1.C1C=CC(/C=C/C(/C=C/C2C=CC=CC=2)=O)=CC=1.[Pd].[Pd]>[CH:13]1([C:12]#[C:11][C:10]2[CH:9]=[N:8][N:6]3[CH:7]=[C:2]([C:22]4[CH:21]=[N:20][N:19]([CH3:18])[CH:23]=4)[CH:3]=[C:4]([O:16][CH3:17])[C:5]=23)[CH2:15][CH2:14]1 |f:2.3.4,7.8.9.10.11|. Procedure details: 6-bromo-3-(cyclopropylethynyl)-4-methoxypyrazolo[1,5-a]pyridine (10.0 mg, 0.034 mmol), 1-methyl-4-(4,4,5,5-tetramethyl-1,3,2-dioxaborolan-2-yl)-1H-pyrazole (21.4 mg, 0.103 mmol), tetrakis(triphenylphosphine)palladium (0) (4.0 mg, 3.4 mmol), sodium carbonate (10.9 mg, 0.103 mmol) was suspended in 1,4-dioxane (900 μl/Water (100 μl). The mixture was sparged with Ar for 10 minutes, then heated to 90° C. for 4 h. The reaction mixture was cooled to ambient temperature, diluted in ethyl acetate, washed... The reactants are FC1=C(C=CC=C1)I (2-fluoro-iodobenzene), C(C#C)O (propargyl alcohol). The reagents and catalysts are C1=CC=C(C=C1)P(C2=CC=CC=C2)C3=CC=CC=C3 (Ph3P), C1=CC=C(C=C1)P([C-]2C=CC=C2)C3=CC=CC=C3.C1=CC=C(C=C1)P([C-]2C=CC=C2)C3=CC=CC=C3.Cl[Pd]Cl.[Fe+2] (PdCl2(dppf)), [Cu]I (copper(I) iodide). Run in CCN(CC)CC (Et3N). Yields the product FC1=C(C=CC=C1)C#CCO (3-(2-fluorophenyl)prop-2-yn-1-ol). Isolated yield 86.9%. Reaction SMILES: [F:1][C:2]1[CH:7]=[CH:6][CH:5]=[CH:4][C:3]=1I.[CH2:9]([OH:12])[C:10]#[CH:11]>CCN(CC)CC.C1C=CC(P(C2C=CC=CC=2)[C-]2C=CC=C2)=CC=1.C1C=CC(P(C2C=CC=CC=2)[C-]2C=CC=C2)=CC=1.Cl[Pd]Cl.[Fe+2].[Cu]I.C1C=CC(P(C2C=CC=CC=2)C2C=CC=CC=2)=CC=1>[F:1][C:2]1[CH:7]=[CH:6][CH:5]=[CH:4][C:3]=1[C:11]#[C:10][CH2:9][OH:12] |f:3.4.5.6|. Procedure: To a solution of 2-fluoro-iodobenzene (267 g, 1.2 mol) in Et3N (6L) was added propargyl alcohol (140 g, 2.5 mol, 2 equiv), followed by PdCl2(dppf) (6.1 g, 8.8 mmol, 0.007 equiv), Ph3P (12.5 g, 47.6 mmol, 0.038 equiv) and copper(I) iodide (12.6 g, 66.3 mmol, 0.053 equiv). The resulting mixture was heated at the reflux temperature for 17 h, allowed to cool to room temperature and filtered through a pad of Celite®. The filtrate was concentrated under reduced pressure and purified by vacuum distilla... Reactants: CC(=O)Cc1cccc(C(F)(F)F)c1, C=COCCN. Yields the product C=COCCNC(C)Cc1cccc(C(F)(F)F)c1. As a reaction SMILES: [F:1][C:2]([c:3]1[cH:4][c:5]([CH2:9][C:10]([CH3:11])=[O:12])[cH:6][cH:7][cH:8]1)([F:13])[F:14].[NH2:15][CH2:16][CH2:17][O:18][CH:19]=[CH2:20]>>[F:1][C:2]([c:3]1[cH:4][c:5]([CH2:9][CH:10]([CH3:11])[NH:15][CH2:16][CH2:17][O:18][CH:19]=[CH2:20])[cH:6][cH:7][cH:8]1)([F:13])[F:14].